From a dataset of the Open Reaction Database (ORD), a public repository of structured organic reaction records. describe an organic reaction: reactants, conditions, products, and yield Reactants: BrCC(=O)C1=CC(=C(C(=C1)OCC1=CC=CC=C1)OCC1=CC=CC=C1)OCC1=CC=CC=C1 (2-Bromo-3′,4′,5′-tribenzyloxyacetophenone), [I-].[Na+] (sodium iodide). Run in C(C)#N (acetonitrile). Run at time 8 hour. Yields the product ICC(=O)C1=CC(=C(C(=C1)OCC1=CC=CC=C1)OCC1=CC=CC=C1)OCC1=CC=CC=C1 (2-Iodo-3′,4′,5′-tribenzyloxyacetophenone). Reaction SMILES: Br[CH2:2][C:3]([C:5]1[CH:10]=[C:9]([O:11][CH2:12][C:13]2[CH:18]=[CH:17][CH:16]=[CH:15][CH:14]=2)[C:8]([O:19][CH2:20][C:21]2[CH:26]=[CH:25][CH:24]=[CH:23][CH:22]=2)=[C:7]([O:27][CH2:28][C:29]2[CH:34]=[CH:33][CH:32]=[CH:31][CH:30]=2)[CH:6]=1)=[O:4].[I-:35].[Na+]>C(#N)C>[I:35][CH2:2][C:3]([C:5]1[CH:10]=[C:9]([O:11][CH2:12][C:13]2[CH:18]=[CH:17][CH:16]=[CH:15][CH:14]=2)[C:8]([O:19][CH2:20][C:21]2[CH:26]=[CH:25][CH:24]=[CH:23][CH:22]=2)=[C:7]([O:27][CH2:28][C:29]2[CH:34]=[CH:33][CH:32]=[CH:31][CH:30]=2)[CH:6]=1)=[O:4] |f:1.2|. Procedure details: 2-Bromo-3′,4′,5′-tribenzyloxyacetophenone (5.17 g, 10.0 mmol) (11) and sodium iodide (2.25 g, 15 mmol) were dissolved in dry acetonitrile (50 mL) and stirred at room temperature overnight. The solution was filtered and acetonitrile removed under vacuum. Water (30 mL) was added and the solution was extracted with diethyl ether (4×25 mL). The organic phase was dried (MgSO4) and the solvents removed in vacuo. Recrystallisation from methylcyclohexane afforded the titled compound as yellow crystals, ... Reactants: O=C1CC(C=Cc2ccccc2)Nc2ccccc2N1Cc1ccccc1, CO, O=[Pt]. Yields the product O=C1CC(CCc2ccccc2)Nc2ccccc2N1Cc1ccccc1. Reaction SMILES: [CH2:1]([c:2]1[cH:3][cH:4][cH:5][cH:6][cH:7]1)[N:8]1[C:9](=[O:27])[CH2:10][CH:11]([CH:19]=[CH:20][c:21]2[cH:22][cH:23][cH:24][cH:25][cH:26]2)[NH:12][c:13]2[c:14]1[cH:15][cH:16][cH:17][cH:18]2.[CH3:28][OH:29].[Pt:30]=[O:31]>>[CH2:1]([c:2]1[cH:3][cH:4][cH:5][cH:6][cH:7]1)[N:8]1[C:9](=[O:27])[CH2:10][CH:11]([CH2:19][CH2:20][c:21]2[cH:22][cH:23][cH:24][cH:25][cH:26]2)[NH:12][c:13]2[c:14]1[cH:15][cH:16][cH:17][cH:18]2. Starting materials: C(C)(C)(C)OC(=O)NC[C@@H]1CC[C@H](CC1)C(=O)O.C(C)(C)(C)OC(=O)NC[C@@H]1CC[C@H](CC1)C(=O)O.OC(C(=O)N(C)C)O (2,2-Dihydroxy-N,N-dimethylacetamide bis-[trans-4-(tert.-butyloxycarbonylaminomethyl)cyclohexanecarboxylate]), Cl (hydrochloric acid). Solvent: C(C)(=O)OCC (ethyl acetate), C(C)(=O)OCC (ethyl acetate). Product: NC[C@@H]1CC[C@H](CC1)C(=O)O.NC[C@@H]1CC[C@H](CC1)C(=O)O.OC(C(=O)N(C)C)O (2,2-Dihydroxy-N,N-dimethylacetamide bis-(trans-4-aminomethylcyclohexanecarboxylate)). As a reaction SMILES: C(OC([NH:8][CH2:9][C@H:10]1[CH2:15][CH2:14][C@H:13]([C:16]([OH:18])=[O:17])[CH2:12][CH2:11]1)=O)(C)(C)C.C(OC([NH:26][CH2:27][C@H:28]1[CH2:33][CH2:32][C@H:31]([C:34]([OH:36])=[O:35])[CH2:30][CH2:29]1)=O)(C)(C)C.[OH:37][CH:38]([OH:44])[C:39]([N:41]([CH3:43])[CH3:42])=[O:40].Cl>C(OCC)(=O)C>[NH2:8][CH2:9][C@H:10]1[CH2:11][CH2:12][C@H:13]([C:16]([OH:18])=[O:17])[CH2:14][CH2:15]1.[NH2:26][CH2:27][C@H:28]1[CH2:29][CH2:30][C@H:31]([C:34]([OH:36])=[O:35])[CH2:32][CH2:33]1.[OH:37][CH:38]([OH:44])[C:39]([N:41]([CH3:43])[CH3:42])=[O:40] |f:0.1.2,5.6.7|. Reported procedure: 2,2-Dihydroxy-N,N-dimethylacetamide bis-[trans-4-(tert.-butyloxycarbonylaminomethyl)cyclohexanecarboxylate] (3 g) was dissolved in ethyl acetate (50 ml) and ethyl acetate containing hydrochloric acid (50 ml) was added. After 2 h the solvent was evaporated and the residue dissolved in methanol and ether was added. The precipitate formed (0.9 g) had a m.p. of 220° C. Reactants: ClC1=C(C=C(C=C1)O)C (4-chloro-3-methylphenol), C[O-].[Na+] (sodium methoxide), [I-].[K+] (potassium iodide), BrC(C(=O)OC)C1=CC=C(C=C1)OC1=CC=C(C=C1)Cl (methyl α-bromo-α-[p-(p-chlorophenoxy)phenyl]acetate). Run in O (water), CO (methanol), C1=CC=CC=C1 (benzene). Yields the product ClC1=C(C=C(OC(C(=O)OC)C2=CC=C(C=C2)OC2=CC=C(C=C2)Cl)C=C1)C (Methyl α-(4-chloro-3-methylphenoxy)-α-[p-(p-chlorophenoxy)phenyl]acetate). As a reaction SMILES: [Cl:1][C:2]1[CH:7]=[CH:6][C:5]([OH:8])=[CH:4][C:3]=1[CH3:9].C[O-].[Na+].[I-].[K+].Br[CH:16]([C:21]1[CH:26]=[CH:25][C:24]([O:27][C:28]2[CH:33]=[CH:32][C:31]([Cl:34])=[CH:30][CH:29]=2)=[CH:23][CH:22]=1)[C:17]([O:19][CH3:20])=[O:18]>CO.C1C=CC=CC=1.O>[Cl:1][C:2]1[CH:7]=[CH:6][C:5]([O:8][CH:16]([C:21]2[CH:26]=[CH:25][C:24]([O:27][C:28]3[CH:29]=[CH:30][C:31]([Cl:34])=[CH:32][CH:33]=3)=[CH:23][CH:22]=2)[C:17]([O:19][CH3:20])=[O:18])=[CH:4][C:3]=1[CH3:9] |f:1.2,3.4|. Reported procedure: To a solution of 3.565 g of 4-chloro-3-methylphenol, 1.188 g of sodium methoxide and 50 mg of potassium iodide in 40 ml of methanol is added 7.11 g of methyl α-bromo-α-[p-(p-chlorophenoxy)phenyl]acetate in 10 ml of benzene. The mixture is refluxed overnight and poured into 100 ml of water. The mixture is extracted with `× 75 ml of ether and the combined extracts are washed with 50 ml of 5% NaOH, 50 ml of water, 50 ml of saturated brine and dried (MgSO4). Evaporation of the solvent yields a yello... Reactants: O (water), FC(S(=O)(=O)OS(=O)(=O)C(F)(F)F)(F)F (trifluoromethanesulphonic anhydride), C(C=C)(=O)OCCCCOC1=CC=C(C=C1)C1(CC=CC(=C1F)C1=CC=C(C=C1)CCCCO)F (4-[2',3'-difluoro-4"-(4-hydroxy-butyl)-1,2':4',1"-terphenyl-4-yloxy]-butyl acrylate), N1=C(C=CC=C1C)C (lutidine). Solvent: ClCCl (dichloromethane), ClCCl (dichloromethane). Reaction conditions: temperature 0 celsius, time 90 minute. The product is C(C=C)(=O)OCCCCOC1=CC=C(C=C1)C1(CC=CC(=C1F)C1=CC=C(C=C1)CCCCOS(=O)(=O)C(F)(F)F)F (4-[2',3'-difluoro-4"-[4-(trifluoro-methanesulphonyloxy)-butyl]-1,2':4',1"-terphenyl-4-yloxy]-butyl acrylate). Isolated yield 74.9%. As a reaction SMILES: FC(F)(F)S([O:6][S:7]([C:10]([F:13])([F:12])[F:11])(=[O:9])=[O:8])(=O)=O.[C:16]([O:20][CH2:21][CH2:22][CH2:23][CH2:24][O:25][C:26]1[CH:31]=[CH:30][C:29]([C:32]2([F:50])[C:37]([F:38])=[C:36]([C:39]3[CH:44]=[CH:43][C:42]([CH2:45][CH2:46][CH2:47][CH2:48]O)=[CH:41][CH:40]=3)[CH:35]=[CH:34][CH2:33]2)=[CH:28][CH:27]=1)(=[O:19])[CH:17]=[CH2:18].N1C(C)=CC=CC=1C.O>ClCCl>[C:16]([O:20][CH2:21][CH2:22][CH2:23][CH2:24][O:25][C:26]1[CH:31]=[CH:30][C:29]([C:32]2([F:50])[C:37]([F:38])=[C:36]([C:39]3[CH:44]=[CH:43][C:42]([CH2:45][CH2:46][CH2:47][CH2:48][O:6][S:7]([C:10]([F:11])([F:12])[F:13])(=[O:8])=[O:9])=[CH:41][CH:40]=3)[CH:35]=[CH:34][CH2:33]2)=[CH:28][CH:27]=1)(=[O:19])[CH:17]=[CH2:18]. Procedure: 3.10 g of trifluoromethanesulphonic anhydride dissolved in 10 ml of dichloromethane was added dropwise at 0° C. to a solution of 4.40 g of 4-[2',3'-difluoro-4"-(4-hydroxy-butyl)-1,2':4',1"-terphenyl-4-yloxy]-butyl acrylate and 1.18 g of lutidine in 100 ml of dichloromethane. The reaction mixture was stirred at 0° C. for 90 minutes and subsequently poured into 100 ml of water and extracted twice with 50 ml of dichloromethane. The combined organic phases were washed twice with 50 ml of water each ... Starting materials: OC1[C@H](O)[C@@H](O)[C@H](O[C@H]2[C@H](O)[C@@H](O)[C@@H](O)[C@H](O2)CO)[C@H](O1)CO (lactose), O=C[C@H](O)[C@@H](O)[C@@H](O)[C@H](O)CO (galactose), OC1[C@H](O)[C@@H](O)[C@H](O[C@H]2[C@H](O)[C@@H](O)[C@@H](O)[C@H](O2)CO)[C@H](O1)CO (lactose). Solvent: O (water). The product is O=C[C@H](O)[C@@H](O)[C@H](O)[C@H](O)CO (glucose). As a reaction SMILES: [OH:1][CH:2]1[O:21][C@H:20]([CH2:22][OH:23])[C@@H:7]([O:8][C@@H]2O[C@H](CO)[C@H](O)[C@H](O)[C@H]2O)[C@H:5]([OH:6])[C@H:3]1[OH:4].O=C[C@@H]([C@H]([C@H]([C@@H](CO)O)O)O)O>O>[O:1]=[CH:2][C@@H:3]([C@H:5]([C@@H:7]([C@@H:20]([CH2:22][OH:23])[OH:21])[OH:8])[OH:6])[OH:4]. Procedure: The hydrolysis of lactose requires the incorporation of equal moles of water and lactose to yield one mole each of glucose and galactose. Neutral lactase enzyme (2600-4000 units per liter (MaxiLact)) is injected into the milk concentrate to hydrolyze the lactose sugar into glucose and galactose. Preferably, a minimum of 70% of the lactose must be hydrolyzed and the desired level is in the 98% range. This process reduces water activity by decreasing the amount of water and by increasing the numbe...